This data is from the Open Reaction Database (ORD), a public repository of structured organic reaction records. The task is: describe an organic reaction: reactants, conditions, products, and yield The reactants are CC(C)=O, Cn1cc(C=O)c2c(F)cccc21, [K+], O=[Mn](=O)(=O)[O-]. Yields the product Cn1cc(C(=O)O)c2c(F)cccc21. As a reaction SMILES: [CH3:20][C:21](=[O:22])[CH3:23].[F:1][c:2]1[c:3]2[c:4]([CH:12]=[O:13])[cH:5][n:6]([CH3:11])[c:7]2[cH:8][cH:9][cH:10]1.[K+:19].[Mn:14](=[O:15])([O-:16])(=[O:17])=[O:18]>>[F:1][c:2]1[c:3]2[c:4]([C:12](=[O:13])[OH:15])[cH:5][n:6]([CH3:11])[c:7]2[cH:8][cH:9][cH:10]1. Starting materials: IC (iodomethane), C(CCC)[Li] (butyl lithium), hexanes, C1(=CC=CC2=CC=CC=C12)CC(=O)O (1-Naphthylacetic acid). Solvent: C1CCOC1 (THF), C1CCOC1 (THF). Run at temperature -10 celsius, time 15 minute. Yields the product C1(=CC=CC2=CC=CC=C12)C(C(=O)O)C (2-(1-naphthyl)propionic acid). As a reaction SMILES: [C:1]1([CH2:11][C:12]([OH:14])=[O:13])[C:10]2[C:5](=[CH:6][CH:7]=[CH:8][CH:9]=2)[CH:4]=[CH:3][CH:2]=1.[CH2:15]([Li])CCC.IC>C1COCC1>[C:1]1([CH:11]([CH3:15])[C:12]([OH:14])=[O:13])[C:10]2[C:5](=[CH:6][CH:7]=[CH:8][CH:9]=2)[CH:4]=[CH:3][CH:2]=1. Procedure: 1-Naphthylacetic acid (10 g, 53.7 mmol) is dissolved in dry THF (150 mL) under nitrogen. The solution is cooled to −10° C., treated with 1.6M butyl lithium in hexanes (72 mL, 115 mmol), and stirred for 15 minutes. A solution of iodomethane (3.7 mL, 59.4 mmol) in dry THF (50 mL) is added, and the mixture is allowed to warm to room temperature and stir for several hours. The solvent is removed in vacuo, and the residue dissolved in 5% sodium hydroxide solution (500 mL), washed with ether (3×200 mL... The reactants are CCN(C(C)C)C(C)C (DIPEA), CN1[C@@H](CN(CC1)C)CO (1,4-dimethyl-(S)-2-hydroxymethyl piperazine), CN1[C@@H](CN(CC1)C)CO (1,4-dimethyl-(S)-2-hydroxymethyl piperazine), FC1=CC=C(C=C1)N1CCNCC1 (1-(4-fluoro-phenyl)-piperazine), ClC(=O)OC1=CC=C(C=C1)[N+](=O)[O-] (4-Nitrophenyl chloroformate). Run in C(Cl)Cl (DCM). Conditions: temperature 0 celsius, time 2 hour. Product: FC1=CC=C(C=C1)N1CCN(CC1)C(=O)OC[C@H]1N(CCN(C1)C)C ([(2S)-1,4-dimethylpiperazin-2-yl]methyl 4-(4-fluorophenyl)piperazine-1-carboxylate). The yield is 59.8%. As a reaction SMILES: Cl[C:2](OC1C=CC([N+]([O-])=O)=CC=1)=[O:3].CCN(C(C)C)C(C)C.[CH3:23][N:24]1[CH2:29][CH2:28][N:27]([CH3:30])[CH2:26][C@H:25]1[CH2:31][OH:32].[F:33][C:34]1[CH:39]=[CH:38][C:37]([N:40]2[CH2:45][CH2:44][NH:43][CH2:42][CH2:41]2)=[CH:36][CH:35]=1>C(Cl)Cl>[F:33][C:34]1[CH:35]=[CH:36][C:37]([N:40]2[CH2:45][CH2:44][N:43]([C:2]([O:32][CH2:31][C@@H:25]3[CH2:26][N:27]([CH3:30])[CH2:28][CH2:29][N:24]3[CH3:23])=[O:3])[CH2:42][CH2:41]2)=[CH:38][CH:39]=1. Reported procedure: 4-Nitrophenyl chloroformate (5.17 g, 25.7 mmol) was dissolved in DCM (200 mL) at room temperature and the reaction mixture was cooled to 0° C. and DIPEA (6.94 g, 9.38 mL, 53.9 mmol) and 1,4-dimethyl-(S)-2-hydroxymethyl piperazine (Intermediate 3; 3.70 g, 25.7 mmol) were added. The reaction mixture was stirred at room temperature for 2 h, and then split into three equal volumes. To one portion was added 1-(4-fluoro-phenyl)-piperazine (1.53 g, 8.5 mmol) and the mixture was stirred for 48 h. The so... Reactants: C(C)(C)(C)OC(=O)N1C[C@H](CCC1)OC1=C(C=CC=C1)C(=O)N1CC=2C(=C3N=C(C(=C(N3N2)C)Cl)C)C1 ((S)-3-[2-(6-chloro-5,7-dimethyl-1H,3H-2,4,7a,8-tetraaza-cyclopenta[a]indene-2-carbonyl)-phenoxy]-piperidine-1-carboxylic acid tert-butyl ester), C(=O)(C(F)(F)F)O (TFA). Solvent: C(Cl)Cl (DCM). Reaction conditions: time 1 hour. Product: ClC1=C(N2N=C3C(=C2N=C1C)CN(C3)C(=O)C3=C(C=CC=C3)O[C@@H]3CNCCC3)C ((6-chloro-5,7-dimethyl-1H,3H-2,4,7a,8-tetraaza-cyclopenta[a]inden-2-yl)-[2-((S)-piperidin-3-yloxy)-phenyl]-methanone). Yield: 81.0%. RXN SMILES: C(OC([N:8]1[CH2:13][CH2:12][CH2:11][C@H:10]([O:14][C:15]2[CH:20]=[CH:19][CH:18]=[CH:17][C:16]=2[C:21]([N:23]2[CH2:37][C:26]3=[C:27]4[N:32]([N:33]=[C:25]3[CH2:24]2)[C:31]([CH3:34])=[C:30]([Cl:35])[C:29]([CH3:36])=[N:28]4)=[O:22])[CH2:9]1)=O)(C)(C)C.C(O)(C(F)(F)F)=O>C(Cl)Cl>[Cl:35][C:30]1[C:29]([CH3:36])=[N:28][C:27]2[N:32]([N:33]=[C:25]3[CH2:24][N:23]([C:21]([C:16]4[CH:17]=[CH:18][CH:19]=[CH:20][C:15]=4[O:14][C@H:10]4[CH2:11][CH2:12][CH2:13][NH:8][CH2:9]4)=[O:22])[CH2:37][C:26]3=2)[C:31]=1[CH3:34]. Procedure: A mixture of (S)-3-[2-(6-chloro-5,7-dimethyl-1H,3H-2,4,7a,8-tetraaza-cyclopenta[a]indene-2-carbonyl)-phenoxy]-piperidine-1-carboxylic acid tert-butyl ester (270 mg; 0.51 mmol; 1 eq.) and TFA (2 mL) in DCM (2 mL) was stirred at room temperature for 1 hour then concentrated in vacuo. The residue was taken up in water, the pH made basic with 5M NaOH and extracted with DCM (2×). The combined organic layer was dried over magnesium sulfate and concentrated in vacuo to afford the title compound (176 mg... Starting materials: CN1C(=NC2=NC(=CC=C21)C(=O)O)COC2=CC=C(C=C2)C#N (1-methyl-2-[(4-cyanophenyl)oxymethyl]-5-carboxyimidazo[4,5-b]pyridine), N1=C(C=CC=C1)NCCC(=O)OC (methyl N-(2-pyridyl)-3-aminopropionate), CN1CCOCC1 (N-methylmorpholine), F[B-](F)(F)F.N1(N=NC2=C1C=CC=C2)OC(=[N+](C)C)N(C)C (O-(benzotriazol-1-yl)-N,N,N′,N′-tetramethyluronium tetrafluoroborate), ice water. The solvent is CN(C=O)C (dimethylformamide), CN(C=O)C (dimethylformamide). Conditions: time 10 minute. Yields the product N1=C(C=CC=C1)N(C(=O)C1=CC=C2C(=N1)N=C(N2C)COC2=CC=C(C=C2)C#N)CCC(=O)OC (1-Methyl-2-[(4-cyanophenyl)oxymethyl]imidazo[4,5-b]pyridin-5-yl-carboxlic acid-N-(2-pyridyl)-N-(2-methoxycarbonylethyl)amide). RXN SMILES: [CH3:1][N:2]1[C:10]2[C:5](=[N:6][C:7]([C:11](O)=[O:12])=[CH:8][CH:9]=2)[N:4]=[C:3]1[CH2:14][O:15][C:16]1[CH:21]=[CH:20][C:19]([C:22]#[N:23])=[CH:18][CH:17]=1.CN1CCOCC1.F[B-](F)(F)F.N1(OC(N(C)C)=[N+](C)C)C2C=CC=CC=2N=N1.[N:53]1[CH:58]=[CH:57][CH:56]=[CH:55][C:54]=1[NH:59][CH2:60][CH2:61][C:62]([O:64][CH3:65])=[O:63]>CN(C)C=O>[N:53]1[CH:58]=[CH:57][CH:56]=[CH:55][C:54]=1[N:59]([CH2:60][CH2:61][C:62]([O:64][CH3:65])=[O:63])[C:11]([C:7]1[N:6]=[C:5]2[N:4]=[C:3]([CH2:14][O:15][C:16]3[CH:17]=[CH:18][C:19]([C:22]#[N:23])=[CH:20][CH:21]=3)[N:2]([CH3:1])[C:10]2=[CH:9][CH:8]=1)=[O:12] |f:2.3|. Procedure details: 308 mg (1.0 mmol) of 1-methyl-2-[(4-cyanophenyl)oxymethyl]-5-carboxyimidazo[4,5-b]pyridine were suspended in 5 mL of dimethylformamide and mixed with 303 mg (3.0 mmol) of N-methylmorpholine and 321 mg (1.0 mmol) of O-(benzotriazol-1-yl)-N,N,N′,N′-tetramethyluronium tetrafluoroborate. After 10 minutes at room temperature, a solution of 215 mg (1.2 mmol) of methyl N-(2-pyridyl)-3-aminopropionate in 2 mL of dimethylformamide was added, whereupon a clear solution was obtained. After 12 hours at room... Procedure details: N,N-Diisopropylethylamine (0.14 mL) and N-(4-chlorobenzyl)-2-(chloromethyl)-7-methyl-4-oxo-4,7-dihydrofuro[2,3-b]pyridine-5-carboxamide (Example 2, 0.150 g) were added to a solution of rac-1-(3-furyl)-2-(methylamino)ethanol (Preparation 43, 0.116 g) in DMF (10 mL). The reaction mixture was heated to 90° C. for 1 h. The mixture was allowed to cool to room temperature and was poured into water (25 mL). The suspension was filtered and the resulting solid was purified by column chromatography (CH2Cl... Reaction conditions: temperature 90 celsius. The solvent is CN(C)C=O (DMF). Yields the product ClC1=CC=C(CNC(=O)C=2C(C3=C(N(C2)C)OC(=C3)CN(C)CC(O)C3=COC=C3)=O)C=C1 (N-(4-Chlorobenzyl)-2-(((2-(3-furyl)-2-hydroxyethyl)(methyl)amino)methyl)-7-methyl-4-oxo-4,7-dihydrofuro[2,3-b]pyridine-5-carboxamide). RXN SMILES: C(N(CC)C(C)C)(C)C.[Cl:10][C:11]1[CH:33]=[CH:32][C:14]([CH2:15][NH:16][C:17]([C:19]2[C:20](=[O:31])[C:21]3[CH:28]=[C:27]([CH2:29]Cl)[O:26][C:22]=3[N:23]([CH3:25])[CH:24]=2)=[O:18])=[CH:13][CH:12]=1.[O:34]1[CH:38]=[CH:37][C:36]([CH:39]([OH:43])[CH2:40][NH:41][CH3:42])=[CH:35]1.O>CN(C=O)C>[Cl:10][C:11]1[CH:33]=[CH:32][C:14]([CH2:15][NH:16][C:17]([C:19]2[C:20](=[O:31])[C:21]3[CH:28]=[C:27]([CH2:29][N:41]([CH2:40][CH:39]([C:36]4[CH:37]=[CH:38][O:34][CH:35]=4)[OH:43])[CH3:42])[O:26][C:22]=3[N:23]([CH3:25])[CH:24]=2)=[O:18])=[CH:13][CH:12]=1. Isolated yield 52.8%. The reactants are O (water), C(C)(C)N(C(C)C)CC (N,N-Diisopropylethylamine), ClC1=CC=C(CNC(=O)C=2C(C3=C(N(C2)C)OC(=C3)CCl)=O)C=C1 (N-(4-chlorobenzyl)-2-(chloromethyl)-7-methyl-4-oxo-4,7-dihydrofuro[2,3-b]pyridine-5-carboxamide), O1C=C(C=C1)C(CNC)O (rac-1-(3-furyl)-2-(methylamino)ethanol).